describe an organic reaction: reactants, conditions, products, and yield From a dataset of the Open Reaction Database (ORD), a public repository of structured organic reaction records. Reactants: COC(CCN(C(C)(C)C)C(C1=CC(=CC(=C1)Cl)OCCN(C1=NC=CC=C1)C(=O)OCC1=CC=CC=C1)=O)=O (3-({3-[2-(benzyloxycarbonyl-pyridin-yl-amino)-ethoxy]-5-chloro-benzoyl}-tert-butyl-amino)-propionic acid methyl ester), O1CCOCC1 (1,4-dioxane), Cl (hydrochloric acid), [OH-].[Na+] (sodium hydroxide). Run in O (water). Conditions: time 1 hour. Yields the product C(C1=CC=CC=C1)OC(=O)N(CCOC=1C=C(C(=O)N(CCC(=O)O)C(C)(C)C)C=C(C1)Cl)C1=CC=NC=C1 (3-({3-[2-(Benzyloxycarbonyl-pyridin-4-yl-amino)-ethoxy]-5-chloro-benzoyl}-tert-butyl-amino)-propionic acid). RXN SMILES: C[O:2][C:3](=[O:40])[CH2:4][CH2:5][N:6]([C:11](=[O:39])[C:12]1[CH:17]=[C:16]([Cl:18])[CH:15]=[C:14]([O:19][CH2:20][CH2:21][N:22]([C:29]([O:31][CH2:32][C:33]2[CH:38]=[CH:37][CH:36]=[CH:35][CH:34]=2)=[O:30])C2C=CC=CN=2)[CH:13]=1)[C:7]([CH3:10])([CH3:9])[CH3:8].[OH-].[Na+].Cl.O1[CH2:49][CH2:48]OCC1>O>[CH2:32]([O:31][C:29]([N:22]([C:49]1[CH:48]=[CH:7][N:6]=[CH:5][CH:4]=1)[CH2:21][CH2:20][O:19][C:14]1[CH:13]=[C:12]([CH:17]=[C:16]([Cl:18])[CH:15]=1)[C:11]([N:6]([C:7]([CH3:9])([CH3:8])[CH3:10])[CH2:5][CH2:4][C:3]([OH:2])=[O:40])=[O:39])=[O:30])[C:33]1[CH:34]=[CH:35][CH:36]=[CH:37][CH:38]=1 |f:1.2|. Reported procedure: To a stirred solution of 3-({3-[2-(benzyloxycarbonyl-pyridin-yl-amino)-ethoxy]-5-chloro-benzoyl}-tert-butyl-amino)-propionic acid methyl ester (0.038 g) in a mixture of 1,4-dioxane (1 ml) and water (0.5 ml) was added 2M sodium hydroxide solution (0.066 ml). The reaction mixture was stirred at room temperature for 1 h, neutralised by the addition of 2M hydrochloric acid (0.066 ml) and then concentrated under reduced pressure. The residue was partitioned between ethyl acetate and brine, the aqueou... The reactants are C(C1=CC=CC=C1)N1CCC(CC1)(NC1=CC(=CC=C1)C)CO (1-benzyl-4-hydroxymethyl-4-(3-methylphenylamino)piperidine), Cl (hydrochloride). The reagents and catalysts are [Pd] (palladium on charcoal). The solvent is CO (methanol), CO (methanol). Reaction conditions: time 24 hour. Product: Cl.OCC1(CCNCC1)NC1=CC(=CC=C1)C (4-hydroxymethyl-4-(3-methylphenylamino)-piperidine hydrochloride salt). As a reaction SMILES: C([N:8]1[CH2:13][CH2:12][C:11]([CH2:22][OH:23])([NH:14][C:15]2[CH:20]=[CH:19][CH:18]=[C:17]([CH3:21])[CH:16]=2)[CH2:10][CH2:9]1)C1C=CC=CC=1.[ClH:24]>[Pd].CO>[ClH:24].[OH:23][CH2:22][C:11]1([NH:14][C:15]2[CH:20]=[CH:19][CH:18]=[C:17]([CH3:21])[CH:16]=2)[CH2:12][CH2:13][NH:8][CH2:9][CH2:10]1 |f:4.5|. Reported procedure: A mixture of 1-benzyl-4-hydroxymethyl-4-(3-methylphenylamino)piperidine (0.2 g, 0.64 mmol) and 10% palladium on charcoal (0.4 g) in a mixture of methanol (15 mL) and methanol saturated with anhydrous hydrochloride gas (10 mL) was shaken in a Parr hydrogenator at 60 psi for 24 h. The resultant mixture was filtered through a plug of Celite, and the filtrate was concentrated to provide the title compound. The reactants are [I-].C[NH+]1C(N(C=C1)C)C (1,2,3-trimethyl-1H-imidazolium iodide), N1=C(C=CC=C1)C=O (2-pyridinecarboxaldehyde). The solvent is [OH-].[K+] (potassium hydroxide), C(C)O (ethanol). The product is [I-].C[NH+]1C(N(C=C1)C)C=CC1=NC=CC=C1 (1,3-Dimethyl-2-[2-(2-pyridinyl)ethenyl]-1H-imidazolium iodide). As a reaction SMILES: [I-:1].[CH3:2][NH+:3]1[CH:7]=[CH:6][N:5]([CH3:8])[CH:4]1[CH3:9].[N:10]1[CH:15]=[CH:14][CH:13]=[CH:12][C:11]=1[CH:16]=O>[OH-].[K+].C(O)C>[I-:1].[CH3:2][NH+:3]1[CH:7]=[CH:6][N:5]([CH3:8])[CH:4]1[CH:9]=[CH:16][C:11]1[CH:12]=[CH:13][CH:14]=[CH:15][N:10]=1 |f:0.1,3.4,6.7|. Procedure details: A mixture of 12.0 g of 1,2,3-trimethyl-1H-imidazolium iodide and 12 ml of 2-pyridinecarboxaldehyde in 40 ml of 10% potassium hydroxide in absolute ethanol is refluxed for 15 minutes. The resulting solid is filtered off and crystallized from absolute ethanol to yield 3.5 g of the title compound, melting point 306° C.